This data is from the Open Reaction Database (ORD), a public repository of structured organic reaction records. The task is: describe an organic reaction: reactants, conditions, products, and yield Starting materials: CCN(C(C)C)C(C)C (DIPEA), C(C)(C)(C)C=1C=C(N(N1)CCO)NC(=O)N[C@H]1CC[C@H](C2=CC=CC=C12)OC=1C=CC=2N(C1)C(=NN2)N2[C@H](COCC2)C (1-[5-tert-Butyl-2-(2-hydroxy-ethyl)-2H-pyrazol-3-yl]-3-{(1S,4R)-4-[3-((S)-3-methyl-morpholin-4-yl)-[1,2,4]triazolo[4,3-a]pyridin-6-yloxy]-1,2,3,4-tetrahydro-naphthalen-1-yl}-urea), CS(=O)(=O)Cl (methanesulfonyl chloride). Run in C(Cl)Cl (DCM). Reaction conditions: time 1 hour. Yields the product C(C)(C)(C)C1=NN(C(=C1)NC(=O)N[C@H]1CC[C@H](C2=CC=CC=C12)OC=1C=CC=2N(C1)C(=NN2)N2[C@H](COCC2)C)CCOS(=O)(=O)C (Methanesulfonic acid 2-[3-tert-butyl-5-(3-{(1S,4R)-4-[3-((S)-3-methyl-morpholin-4-yl)-[1,2,4]triazolo[4,3-a]pyridin-6-yloxy]-1,2,3,4-tetrahydro-naphthalen-1-yl}-ureido)-pyrazol-1-yl]-ethyl ester). RXN SMILES: [C:1]([C:5]1[CH:6]=[C:7]([NH:13][C:14]([NH:16][C@@H:17]2[C:26]3[C:21](=[CH:22][CH:23]=[CH:24][CH:25]=3)[C@H:20]([O:27][C:28]3[CH:29]=[CH:30][C:31]4[N:32]([C:34]([N:37]5[CH2:42][CH2:41][O:40][CH2:39][C@@H:38]5[CH3:43])=[N:35][N:36]=4)[CH:33]=3)[CH2:19][CH2:18]2)=[O:15])[N:8]([CH2:10][CH2:11][OH:12])[N:9]=1)([CH3:4])([CH3:3])[CH3:2].CCN(C(C)C)C(C)C.[CH3:53][S:54](Cl)(=[O:56])=[O:55]>C(Cl)Cl>[C:1]([C:5]1[CH:6]=[C:7]([NH:13][C:14]([NH:16][C@@H:17]2[C:26]3[C:21](=[CH:22][CH:23]=[CH:24][CH:25]=3)[C@H:20]([O:27][C:28]3[CH:29]=[CH:30][C:31]4[N:32]([C:34]([N:37]5[CH2:42][CH2:41][O:40][CH2:39][C@@H:38]5[CH3:43])=[N:35][N:36]=4)[CH:33]=3)[CH2:19][CH2:18]2)=[O:15])[N:8]([CH2:10][CH2:11][O:12][S:54]([CH3:53])(=[O:56])=[O:55])[N:9]=1)([CH3:4])([CH3:2])[CH3:3]. Procedure details: To an ice-bath cooled solution of Example 139 (54 mg, 0.092 mmol) in DCM (2.0 mL) was added DIPEA (65 μL, 0.37 mmol) followed by methanesulfonyl chloride (14 μL, 0.18 mmol). The reaction mixture was stirred for 1 h and then quenched with water. The aqueous phase was extracted with DCM (×3) and the combined organic layers were washed with brine, dried (MgSO4) and concentrated in vacuo to afford the title compound (Quantitative). Product used in the following step without further purification. LCM... Starting materials: Cl.Cl.Cl.S1C=CC=2C(=NC=CC21)N2CCN(CC2)CC[C@@H]2CC[C@H](CC2)N (trans-4-[2-(4-thieno[3,2-c]pyridin-4-yl-piperazin-1-yl)-ethyl]-cyclohexylamine trihydrochloride), Cl.Cl.Cl.S1C=CC=2C(=NC=CC21)N2CCN(CC2)CC[C@@H]2CC[C@H](CC2)N (trans-4-[2-(4-thieno[3,2-c]pyridin-4-yl-piperazin-1-yl)-ethyl]-cyclohexylamine trihydrochloride), CO[C@@H]1CC[C@H](CC1)CC(=O)O ((trans-4-methoxy-cyclohexyl)-acetic acid). Yields the product CO[C@@H]1CC[C@H](CC1)CC(=O)N[C@@H]1CC[C@H](CC1)CCN1CCN(CC1)C1=NC=CC2=C1C=CS2 (2-(trans-4-Methoxy-cyclohexyl)-N-{trans-4-[2-(4-thieno[3,2-c]pyridin-4-yl-piperazin-1-yl)-ethyl]-cyclohexyl}-acetamide). RXN SMILES: Cl.Cl.Cl.[S:4]1[C:12]2[CH:11]=[CH:10][N:9]=[C:8]([N:13]3[CH2:18][CH2:17][N:16]([CH2:19][CH2:20][C@H:21]4[CH2:26][CH2:25][C@H:24]([NH2:27])[CH2:23][CH2:22]4)[CH2:15][CH2:14]3)[C:7]=2[CH:6]=[CH:5]1.[CH3:28][O:29][C@H:30]1[CH2:35][CH2:34][C@H:33]([CH2:36][C:37](O)=[O:38])[CH2:32][CH2:31]1>>[CH3:28][O:29][C@H:30]1[CH2:35][CH2:34][C@H:33]([CH2:36][C:37]([NH:27][C@H:24]2[CH2:25][CH2:26][C@H:21]([CH2:20][CH2:19][N:16]3[CH2:17][CH2:18][N:13]([C:8]4[C:7]5[CH:6]=[CH:5][S:4][C:12]=5[CH:11]=[CH:10][N:9]=4)[CH2:14][CH2:15]3)[CH2:22][CH2:23]2)=[O:38])[CH2:32][CH2:31]1 |f:0.1.2.3|. Procedure: The title compound was prepared in analogy to example 4 starting from trans-4-[2-(4-thieno[3,2-c]pyridin-4-yl-piperazin-1-yl)-ethyl]-cyclohexylamine trihydrochloride (intermediate B) (100 mg, 0.22 mmol) and (trans-4-methoxy-cyclohexyl)-acetic acid [CAS-Nr. 879877-61-9, US 2010/075985] (40 mg, 0.23 mmol). Purification by flash chromatography on silica gel (CH2Cl2/MeOH 95:5). White crystals (68 mg, 62%), MS (ISP) m/z=499.3 [(M+H)+]. The reactants are C([O-])([O-])=O.[K+].[K+] (potassium carbonate), IC (iodomethane), [Si](C)(C)(C(C)(C)C)OCC=1C=C(OCC2=CC=C(S2)/C(=C/CCC(=O)O)/CC)C=CC1CO[Si](C)(C)C(C)(C)C ((E)-5-{5-[3,4-bis(tert-butyldimethylsilanyloxymethyl)phenoxymethyl]-2-thienyl}-4-heptenoic acid). Run in CC(CC)=O (2-butanone). Yields the product [Si](C)(C)(C(C)(C)C)OCC=1C=C(OCC2=CC=C(S2)/C(=C/CCC(=O)OC)/CC)C=CC1CO[Si](C)(C)C(C)(C)C (Methyl (E)-5-{5-[3,4-bis(tert-Butyldimethylsilanyloxymethyl)phenoxymethyl]-2-thienyl}-4-heptenoate). As a reaction SMILES: [Si:1]([O:8][CH2:9][C:10]1[CH:11]=[C:12]([CH:29]=[CH:30][C:31]=1[CH2:32][O:33][Si:34]([C:37]([CH3:40])([CH3:39])[CH3:38])([CH3:36])[CH3:35])[O:13][CH2:14][C:15]1[S:19][C:18](/[C:20](/[CH2:27][CH3:28])=[CH:21]/[CH2:22][CH2:23][C:24]([OH:26])=[O:25])=[CH:17][CH:16]=1)([C:4]([CH3:7])([CH3:6])[CH3:5])([CH3:3])[CH3:2].[C:41](=O)([O-])[O-].[K+].[K+].IC>CC(=O)CC>[Si:1]([O:8][CH2:9][C:10]1[CH:11]=[C:12]([CH:29]=[CH:30][C:31]=1[CH2:32][O:33][Si:34]([C:37]([CH3:39])([CH3:38])[CH3:40])([CH3:35])[CH3:36])[O:13][CH2:14][C:15]1[S:19][C:18](/[C:20](/[CH2:27][CH3:28])=[CH:21]/[CH2:22][CH2:23][C:24]([O:26][CH3:41])=[O:25])=[CH:17][CH:16]=1)([C:4]([CH3:7])([CH3:6])[CH3:5])([CH3:3])[CH3:2] |f:1.2.3|. Procedure: 4.3 g (7.1 mmol) of (E)-5-{5-[3,4-bis(tert-butyldimethylsilanyloxymethyl)phenoxymethyl]-2-thienyl}-4-heptenoic acid are dissolved in 70 mL of 2-butanone, and 1.1 g of potassium carbonate (7.8 mmol) and 2.2 mL of iodomethane (35 mmol) are added. The medium is refluxed for 12 hours, cooled and filtered. The filtrate is concentrated under reduced pressure and then purified by chromatography on a column of silica. A yellow oil is obtained (m=4.34 g; Y=98%). Reactants: N1CCNCC1 (Piperazine), C(CCCCCCCC)OC1=CC=C2CCC(C2=C1)=O (6-(1-nonyloxy)indan-1-one), [BH4-].[Na+] (sodium borohydride). The reagents and catalysts are CC([O-])C.[Ti+4].CC([O-])C.CC([O-])C.CC([O-])C (titanium(IV) isopropoxide). The product is C(CCCCCCCC)OC1=CC=C2CCC(C2=C1)N1CCNCC1 (1-[6-(1-nonyloxy)indan-1-yl]piperazine). The yield is 91.1%. As a reaction SMILES: [NH:1]1[CH2:6][CH2:5][NH:4][CH2:3][CH2:2]1.[CH2:7]([O:16][C:17]1[CH:25]=[C:24]2[C:20]([CH2:21][CH2:22][C:23]2=O)=[CH:19][CH:18]=1)[CH2:8][CH2:9][CH2:10][CH2:11][CH2:12][CH2:13][CH2:14][CH3:15].[BH4-].[Na+]>CC(C)[O-].[Ti+4].CC(C)[O-].CC(C)[O-].CC(C)[O-]>[CH2:7]([O:16][C:17]1[CH:25]=[C:24]2[C:20]([CH2:21][CH2:22][CH:23]2[N:1]2[CH2:6][CH2:5][NH:4][CH2:3][CH2:2]2)=[CH:19][CH:18]=1)[CH2:8][CH2:9][CH2:10][CH2:11][CH2:12][CH2:13][CH2:14][CH3:15] |f:2.3,4.5.6.7.8|. Reported procedure: Piperazine (4.4 g, 51 mmol), 6-(1-nonyloxy)indan-1-one (1.4 g, 5.1 mmol), titanium(IV) isopropoxide (2.5 ml. 7.5 mmol) and sodium borohydride (1.8 g, 47 mmol) were reacted by Method B to give the product (1.6 g, 91.2%, mp: 138°-144° C.). Calcd for C22H36N2 O.C4H4O4.0.4H2O: C, 66.75%; H, 8.79%; N, 5.99%. Found: C, 66.76%; H, 8.71%; N, 5.90%.